From a dataset of the Open Reaction Database (ORD), a public repository of structured organic reaction records. describe an organic reaction: reactants, conditions, products, and yield The reactants are OBO, CCOC(=O)C=Cc1ccc(Br)cc1, COc1ccc(C(C)C)cc1. The product is CCOC(=O)C=Cc1ccc(-c2cc(C(C)C)ccc2OC)cc1. RXN SMILES: [BH:15]([OH:16])[OH:17].[CH2:1]([CH3:2])[O:3][C:4]([CH:5]=[CH:6][c:7]1[cH:8][cH:9][c:10]([Br:13])[cH:11][cH:12]1)=[O:14].[CH:18]([CH3:19])([CH3:20])[c:21]1[cH:22][cH:23][c:24]([O:27][CH3:28])[cH:25][cH:26]1>>[CH2:1]([CH3:2])[O:3][C:4]([CH:5]=[CH:6][c:7]1[cH:8][cH:9][c:10](-[c:25]2[c:24]([O:27][CH3:28])[cH:23][cH:22][c:21]([CH:18]([CH3:19])[CH3:20])[cH:26]2)[cH:11][cH:12]1)=[O:14]. Starting materials: CC(=CCBr)CCC=C(C)CC(C)C, Oc1ccc2c(c1)OCC2. The product is CC(=CCOc1ccc2c(c1)OCC2)CCC=C(C)CC(C)C. Reaction SMILES: [Br:1][CH2:2][CH:3]=[C:4]([CH2:5][CH2:6][CH:7]=[C:8]([CH2:9][CH:10]([CH3:11])[CH3:12])[CH3:13])[CH3:14].[OH:15][c:16]1[cH:17][c:18]2[c:19]([cH:23][cH:24]1)[CH2:20][CH2:21][O:22]2>>[CH2:2]([CH:3]=[C:4]([CH2:5][CH2:6][CH:7]=[C:8]([CH2:9][CH:10]([CH3:11])[CH3:12])[CH3:13])[CH3:14])[O:15][c:16]1[cH:17][c:18]2[c:19]([cH:23][cH:24]1)[CH2:20][CH2:21][O:22]2. Reactants: CCCC[Sn](CCCC)(CCCC)c1cnc([Si](C(C)C)(C(C)C)C(C)C)o1, CN(C)C=O, CC(Nc1nc(Cl)cc(Nc2cnccn2)n1)c1ccc(F)cc1, O, [Pd], c1ccc(P(c2ccccc2)c2ccccc2)cc1, c1ccc(P(c2ccccc2)c2ccccc2)cc1, c1ccc(P(c2ccccc2)c2ccccc2)cc1, c1ccc(P(c2ccccc2)c2ccccc2)cc1. Yields the product CC(Nc1nc(Nc2cnccn2)cc(-c2cnc([Si](C(C)C)(C(C)C)C(C)C)o2)n1)c1ccc(F)cc1. As a reaction SMILES: [CH2:25]([Sn:26]([CH2:27][CH2:28][CH2:29][CH3:45])([c:30]1[cH:31][n:32][c:33]([Si:35]([CH:36]([CH3:37])[CH3:38])([CH:39]([CH3:40])[CH3:41])[CH:42]([CH3:43])[CH3:44])[o:34]1)[CH2:46][CH2:47][CH2:48][CH3:49])[CH2:50][CH2:51][CH3:52].[CH3:53][N:54]([CH3:55])[CH:56]=[O:57].[Cl:1][c:2]1[cH:3][c:4]([NH:18][c:19]2[n:20][cH:21][cH:22][n:23][cH:24]2)[n:5][c:6]([NH:8][CH:9]([CH3:10])[c:11]2[cH:12][cH:13][c:14]([F:17])[cH:15][cH:16]2)[n:7]1.[OH2:58].[Pd:59].[c:117]1([P:118]([c:119]2[cH:120][cH:121][cH:122][cH:123][cH:124]2)[c:125]2[cH:126][cH:127][cH:128][cH:129][cH:130]2)[cH:131][cH:132][cH:133][cH:134][cH:135]1.[c:60]1([P:61]([c:62]2[cH:63][cH:64][cH:65][cH:66][cH:67]2)[c:68]2[cH:69][cH:70][cH:71][cH:72][cH:73]2)[cH:74][cH:75][cH:76][cH:77][cH:78]1.[c:79]1([P:80]([c:81]2[cH:82][cH:83][cH:84][cH:85][cH:86]2)[c:87]2[cH:88][cH:89][cH:90][cH:91][cH:92]2)[cH:93][cH:94][cH:95][cH:96][cH:97]1.[c:98]1([P:99]([c:100]2[cH:101][cH:102][cH:103][cH:104][cH:105]2)[c:106]2[cH:107][cH:108][cH:109][cH:110][cH:111]2)[cH:112][cH:113][cH:114][cH:115][cH:116]1>>[c:2]1(-[c:30]2[cH:31][n:32][c:33]([Si:35]([CH:36]([CH3:37])[CH3:38])([CH:39]([CH3:40])[CH3:41])[CH:42]([CH3:43])[CH3:44])[o:34]2)[cH:3][c:4]([NH:18][c:19]2[n:20][cH:21][cH:22][n:23][cH:24]2)[n:5][c:6]([NH:8][CH:9]([CH3:10])[c:11]2[cH:12][cH:13][c:14]([F:17])[cH:15][cH:16]2)[n:7]1. Reactants: ClCCCl, COc1ccc(C(C)=O)cc1C(=O)O, ClCCl, NCc1ccc(C(F)(F)F)cc1, CN(C)C=O. Product: COc1ccc(C(C)=O)cc1C(=O)NCc1ccc(C(F)(F)F)cc1. Reaction SMILES: [CH2:15]([Cl:16])[CH2:17][Cl:18].[CH3:1][O:2][c:3]1[c:4]([C:5](=[O:6])[OH:7])[cH:8][c:9]([C:12]([CH3:13])=[O:14])[cH:10][cH:11]1.[Cl:31][CH2:32][Cl:33].[F:19][C:20]([c:21]1[cH:22][cH:23][c:24]([CH2:25][NH2:26])[cH:27][cH:28]1)([F:29])[F:30].[O:34]=[CH:35][N:36]([CH3:37])[CH3:38]>>[CH3:1][O:2][c:3]1[c:4]([C:5](=[O:7])[NH:26][CH2:25][c:24]2[cH:23][cH:22][c:21]([C:20]([F:19])([F:29])[F:30])[cH:28][cH:27]2)[cH:8][c:9]([C:12]([CH3:13])=[O:14])[cH:10][cH:11]1. Reaction conditions: temperature -78 celsius, time 8 hour. The reactants are C(C1=CC=CC=C1)N([C@H](C(=O)OCC1=CC=CC=C1)CC(=O)OC)C[C@@H](COS(=O)(=O)C1=CC=C(C=C1)C)OC(C)OCC (1-benzyl 4-methyl(2S)-2-[benzyl((2S)-2-(1-ethoxyethoxy)-3-[(4-methylphenyl)sulfonyl]oxypropyl)amino]succinate), C1(=CC=CC=C1)C (toluene), C[Si]([N-][Si](C)(C)C)(C)C.[Li+] (Lithium hexamethyldisilazide). Yields the product C(C1=CC=CC=C1)N1[C@@H]([C@H](C[C@H](C1)OC(C)OCC)C(=O)OC)C(=O)OCC1=CC=CC=C1 (2-benzyl 3-methyl(2S,3S,5R)-1-benzyl-5-(1-ethoxyethoxy)piperidine-2,3-dicarboxylate). As a reaction SMILES: [CH2:1]([N:8]([CH2:25][C@H:26]([O:39][CH:40]([O:42][CH2:43][CH3:44])[CH3:41])[CH2:27]OS(C1C=CC(C)=CC=1)(=O)=O)[C@@H:9]([CH2:20][C:21]([O:23][CH3:24])=[O:22])[C:10]([O:12][CH2:13][C:14]1[CH:19]=[CH:18][CH:17]=[CH:16][CH:15]=1)=[O:11])[C:2]1[CH:7]=[CH:6][CH:5]=[CH:4][CH:3]=1.C1(C)C=CC=CC=1.C[Si](C)(C)[N-][Si](C)(C)C.[Li+]>O1CCCC1>[CH2:1]([N:8]1[CH2:25][C@H:26]([O:39][CH:40]([O:42][CH2:43][CH3:44])[CH3:41])[CH2:27][C@H:20]([C:21]([O:23][CH3:24])=[O:22])[C@H:9]1[C:10]([O:12][CH2:13][C:14]1[CH:19]=[CH:18][CH:17]=[CH:16][CH:15]=1)=[O:11])[C:2]1[CH:3]=[CH:4][CH:5]=[CH:6][CH:7]=1 |f:2.3|. Solvent: O1CCCC1 (tetrahydrofuran), O1CCCC1 (tetrahydrofuran). Reported procedure: To a solution of 1-benzyl 4-methyl(2S)-2-[benzyl((2S)-2-(1-ethoxyethoxy)-3-[(4-methylphenyl)sulfonyl]oxypropyl)amino]succinate (35.7 g, 0.0569 mol) in a mixture of tetrahydrofuran (95.5 mL, 1.18 mol) and toluene (490 mL, 4.6 mol) at −78 Celsius was was added 1.00 M of Lithium hexamethyldisilazide in tetrahydrofuran (68.2 mL). The reaction was stirred at −78 Celsius overnight then allowed to warm up to −20 Celsius and stirred at −20 Celsius for 3 h. After quenched with aq ammonium chloride, the m... Isolated yield 69.8%.